From a dataset of the Open Reaction Database (ORD), a public repository of structured organic reaction records. describe an organic reaction: reactants, conditions, products, and yield Reactants: C(C)(C)(C)OC(=O)N1CC(C(CC1)=O)Br (3-bromo-4-oxo-piperidine-1-carboxylic acid tert-butyl ester), C(=NC(=S)N)(N)N (2-imino-4-thiobiuret). Yields the product C(C)(C)(C)OC(=O)N1CC2=C(CC1)N=C(S2)NC(=N)N (2-guanidino-6,7-dihydro-4H-thiazolo[5,4-c]pyridine-5-carboxylic acid tert-butyl ester). As a reaction SMILES: [C:1]([O:5][C:6]([N:8]1[CH2:13][CH2:12][C:11](=O)[CH:10](Br)[CH2:9]1)=[O:7])([CH3:4])([CH3:3])[CH3:2].[C:16]([NH2:22])([NH2:21])=[N:17][C:18]([NH2:20])=[S:19]>>[C:1]([O:5][C:6]([N:8]1[CH2:13][CH2:12][C:11]2[N:20]=[C:18]([NH:17][C:16]([NH2:22])=[NH:21])[S:19][C:10]=2[CH2:9]1)=[O:7])([CH3:4])([CH3:3])[CH3:2]. Procedure: Analogously to the preparation of Example C-01, 3-bromo-4-oxo-piperidine-1-carboxylic acid tert-butyl ester is reacted with 2-imino-4-thiobiuret to form the title compound. tR 2.55 min (LC-1); ESI-MS (+): m/z 298.25 [M+H]+. Starting materials: 4-Fluorobenzo-nitrile nitrile, C(C)(=O)O (acetic acid), C1(=CC=CC=2CCCCC12)NC(C)=O (N-(5,6,7,8-tetrahydro-1-naphthyl)acetamide), [H-].[Na+] (NaH), CN(C)C=O (DMF), [H][H] (hydrogen). Solvent: O (water). Conditions: temperature 90 celsius, time 3 hour. Yields the product C(#N)C1=CC=C(C=C1)N(C(C)=O)C1=CC=CC=2CCCCC12 (N-(4-cyanophenyl)-N-(5,6,7,8-tetrahydro-1-naphthyl)acetamide). RXN SMILES: [C:1]1([NH:11][C:12](=[O:14])[CH3:13])[C:10]2[CH2:9][CH2:8][CH2:7][CH2:6][C:5]=2[CH:4]=[CH:3][CH:2]=1.[H-].[Na+].[H][H].[C:19](O)(=O)[CH3:20].C[N:24]([CH:26]=O)C>O>[C:26]([C:19]1[CH:20]=[CH:3][C:2]([N:11]([C:1]2[C:10]3[CH2:9][CH2:8][CH2:7][CH2:6][C:5]=3[CH:4]=[CH:3][CH:2]=2)[C:12](=[O:14])[CH3:13])=[CH:1][CH:10]=1)#[N:24] |f:1.2|. Procedure: To a solution of N-(5,6,7,8-tetrahydro-1-naphthyl)acetamide (23 g, 0.12 mole) in DMF (120 ml) was added 80% NaH (3.9 g, 0.13 mole) portionwise over a 45 minute period and the mixture was stirred until hydrogen evolution had ceased as monitored by bubbler. 4-Fluorobenzo-nitrile nitrile (18 g, 0.15 mole) (Aldrich) was added, and the solution stirred at 90° C. under nitrogen for 3 hours. The reaction mixture was acidified with acetic acid, diluted with water (500 ml), and extracted with methylene c... The reactants are CC1=C(C=C(C=C1)C=1OC(=NN1)C)C1=CC=C(C=C1)C(=O)O (2′-methyl-5′-(5-methyl-1,3,4-oxadiazol-2-yl)-1,1′-biphenyl-4-carboxylic acid), COC1=CC=C(N)C=C1 (4-methoxyaniline). Product: COC1=CC=C(C=C1)NC(=O)C1=CC=C(C=C1)C1=C(C=CC(=C1)C=1OC(=NN1)C)C (N-(4-Methoxyphenyl)-2′-methyl-5′-(5methyl-1,3,4-oxadiazol-2-yl)-1,1′-biphenyl-4-carboxamide). RXN SMILES: [CH3:1][C:2]1[CH:7]=[CH:6][C:5]([C:8]2[O:9][C:10]([CH3:13])=[N:11][N:12]=2)=[CH:4][C:3]=1[C:14]1[CH:19]=[CH:18][C:17]([C:20]([OH:22])=O)=[CH:16][CH:15]=1.[CH3:23][O:24][C:25]1[CH:31]=[CH:30][C:28]([NH2:29])=[CH:27][CH:26]=1>>[CH3:23][O:24][C:25]1[CH:31]=[CH:30][C:28]([NH:29][C:20]([C:17]2[CH:16]=[CH:15][C:14]([C:3]3[CH:4]=[C:5]([C:8]4[O:9][C:10]([CH3:13])=[N:11][N:12]=4)[CH:6]=[CH:7][C:2]=3[CH3:1])=[CH:19][CH:18]=2)=[O:22])=[CH:27][CH:26]=1. Procedure details: N-(4-Methoxyphenyl)-2′-methyl-5′-(5methyl-1,3,4-oxadiazol-2-yl)-1,1′-biphenyl-4-carboxamide was prepared from 2′-methyl-5′-(5-methyl-1,3,4-oxadiazol-2-yl)-1,1′-biphenyl-4-carboxylic acid and 4-methoxyaniline using method I. NMR; δH [2H6]—DMSO 10.21,(1H, b), 8.05,(2H, d), 7.90,(1H, dd), 7.79,(1H, d), 7.70,(2H, d), 7.58-7.55,(3H, m), 6.93,(2H, d), 3.74,(3H, s), 2.57,(3H, s), 2.33,(3H, s). LCMS; retention time 3.40 min, MH+ 400. Starting materials: [Br-].S1C(=NC=C1)[Zn+] (thiazol-2-ylzinc(II) bromide), C1CCOC1 (THF), BrC1=CC(=NC=C1)F (4-bromo-2-fluoropyridine). The reagents and catalysts are C1=CC=C(C=C1)P([C-]2C=CC=C2)C3=CC=CC=C3.C1=CC=C(C=C1)P([C-]2C=CC=C2)C3=CC=CC=C3.Cl[Pd]Cl.[Fe+2] (Pd(dppf)Cl2). The solvent is CCOC(=O)C (EtOAc). Conditions: time 3.5 hour. Product: FC1=NC=CC(=C1)C=1SC=CN1 (2-(2-fluoropyridin-4-yl)thiazole). RXN SMILES: Br[C:2]1[CH:7]=[CH:6][N:5]=[C:4]([F:8])[CH:3]=1.[Br-].[S:10]1[CH:14]=[CH:13][N:12]=[C:11]1[Zn+].C1COCC1>CCOC(C)=O.C1C=CC(P(C2C=CC=CC=2)[C-]2C=CC=C2)=CC=1.C1C=CC(P(C2C=CC=CC=2)[C-]2C=CC=C2)=CC=1.Cl[Pd]Cl.[Fe+2]>[F:8][C:4]1[CH:3]=[C:2]([C:11]2[S:10][CH:14]=[CH:13][N:12]=2)[CH:7]=[CH:6][N:5]=1 |f:1.2,5.6.7.8|. Procedure: To a two dram vial equipped with a stir bar was added 4-bromo-2-fluoropyridine (132 mg, 0.75 mmol) and Pd(dppf)Cl2 (28 mg, 0.038 mmol). The vial was sealed with a septum screwcap and was then placed under N2 atm. To the vial was added thiazol-2-ylzinc(II) bromide in THF (3.0 mL, 1.5 mmol). The vial was placed in a 60° C. heating block with stirring for 3.5 h. The reaction solution was transfered to a 125 mL reparatory funnel and was diluted with EtOAc (50 mL). The solution was washed with water:... Reactants: CO, [Na+], C1CCOC1, [OH-], COC(=O)c1cccc(-c2ccccc2)c1. Yields the product O=C(O)c1cccc(-c2ccccc2)c1. Reaction SMILES: [CH3:24][OH:25].[Na+:18].[O:19]1[CH2:20][CH2:21][CH2:22][CH2:23]1.[OH-:17].[c:1]1(-[c:7]2[cH:8][c:9]([C:10](=[O:11])[O:12][CH3:13])[cH:14][cH:15][cH:16]2)[cH:2][cH:3][cH:4][cH:5][cH:6]1>>[c:1]1(-[c:7]2[cH:8][c:9]([C:10](=[O:11])[OH:12])[cH:14][cH:15][cH:16]2)[cH:2][cH:3][cH:4][cH:5][cH:6]1.